Dataset: the Open Reaction Database (ORD), a public repository of structured organic reaction records. Task: describe an organic reaction: reactants, conditions, products, and yield Starting materials: BrC=1C=C(C=CC1)C (m-bromotoluene), [Mg] (magnesium), S(O)(O)(=O)=O (sulfuric acid), Grignard reagent, B(OC)(OC)OC (trimethyl borate). The solvent is CCOCC (ether), CCOCC (ether), CCOCC (ether). Run at time 12 hour. The product is C1(=CC(=CC=C1)B(O)O)C (m-Tolylboronic Acid). RXN SMILES: Br[C:2]1[CH:3]=[C:4]([CH3:8])[CH:5]=[CH:6][CH:7]=1.[Mg].[B:10](OC)([O:13]C)[O:11]C.S(=O)(=O)(O)O>CCOCC>[C:4]1([CH3:8])[CH:5]=[CH:6][CH:7]=[C:2]([B:10]([OH:13])[OH:11])[CH:3]=1. Procedure: A solution of m-bromotoluene (25 g. 0.146 mol) in ether (200 ml) was added dropwise to magnesium (4.0 g, 0.17 mol) in ether (50 ml) at room temperature over a period of 3 hours under a nitrogen atmosphere. After the addition, the reaction mixture was stirred for 12 hours at room temperature. The Grignard reagent was added slowly to a solution of trimethyl borate (15.6 g, 17 ml, 0.15 mol) in ether (500 ml) over a period of 4hours at -78° C. and stirred for 12 hours at room temperature. The reacti... As a reaction SMILES: [CH2:1]([CH2:2][CH2:3][CH3:4])[N:5]([C:6]([CH2:7][O:8][CH2:9][c:10]1[cH:11][cH:12][cH:13][cH:14][cH:15]1)=[O:16])[CH2:17][CH2:18][CH2:19][CH3:20].[CH3:21][CH2:22][OH:23]>>[CH2:1]([CH2:2][CH2:3][CH3:4])[N:5]([C:6]([CH2:7][OH:8])=[O:16])[CH2:17][CH2:18][CH2:19][CH3:20]. The product is CCCCN(CCCC)C(=O)CO. Starting materials: CCCCN(CCCC)C(=O)COCc1ccccc1, CCO. Reactants: [Si](C)(C)(C(C)(C)C)OCC1=CC2=C(C=N1)N=CN2C2=CC(=C(S2)C(=O)OC)O[C@H](C)C2=C(C=CC=C2)F (methyl 5-[6-({[tert-butyl(dimethyl)silyl]oxy}methyl)-1H-imidazo[4,5-c]pyridin-1-yl]-3-[(1R)-1-(2-fluorophenyl)ethoxy]thiophene-2-carboxylate), saturated solution, N (ammonia). The solvent is CO (methanol). The product is [Si](C)(C)(C(C)(C)C)OCC1=CC2=C(C=N1)N=CN2C2=CC(=C(S2)C(=O)N)O[C@H](C)C2=C(C=CC=C2)F (5-[6-({[tert-butyl(dimethyl)silyl]oxy}methyl)-1H-imidazo[4,5-c]pyridin-1-yl]-3-[(1R)-1-(2-fluorophenyl)ethoxy]thiophene-2-carboxamide). As a reaction SMILES: [Si:1]([O:8][CH2:9][C:10]1[N:15]=[CH:14][C:13]2[N:16]=[CH:17][N:18]([C:19]3[S:23][C:22]([C:24]([O:26]C)=O)=[C:21]([O:28][C@@H:29]([C:31]4[CH:36]=[CH:35][CH:34]=[CH:33][C:32]=4[F:37])[CH3:30])[CH:20]=3)[C:12]=2[CH:11]=1)([C:4]([CH3:7])([CH3:6])[CH3:5])([CH3:3])[CH3:2].[NH3:38]>CO>[Si:1]([O:8][CH2:9][C:10]1[N:15]=[CH:14][C:13]2[N:16]=[CH:17][N:18]([C:19]3[S:23][C:22]([C:24]([NH2:38])=[O:26])=[C:21]([O:28][C@@H:29]([C:31]4[CH:36]=[CH:35][CH:34]=[CH:33][C:32]=4[F:37])[CH3:30])[CH:20]=3)[C:12]=2[CH:11]=1)([C:4]([CH3:7])([CH3:5])[CH3:6])([CH3:3])[CH3:2]. Procedure details: In a similar manner as described for example A5, 2.50 g of methyl 5-[6-({[tert-butyl(dimethyl)silyl]oxy}methyl)-1H-imidazo[4,5-c]pyridin-1-yl]-3-[(1R)-1-(2-fluorophenyl)ethoxy]thiophene-2-carboxylate and 92 ml of a saturated solution of ammonia in methanol yield the title compound. Starting materials: ClC=1C=CC(=C(C1)C1=C(SC=C1)C=1C=C(C=NC1)C(C(F)(F)F)O)OCC1=CC=CC=C1 (1-(5-{3-[5-chloro-2-(phenylmethoxy)phenyl](2-thienyl)}(3-pyridyl))-2,2,2-trifluoroethan-1-ol). The reagents and catalysts are [O-2].[O-2].[Mn+4] (manganese dioxide). Run in ClCCl (dichloromethane). Reaction conditions: time 8 hour. The product is ClC=1C=CC(=C(C1)C1=C(SC=C1)C=1C=C(C=NC1)C(C(F)(F)F)=O)OCC1=CC=CC=C1 (1-(5-{3-[5-chloro-2-(phenylmethoxy)phenyl](2-thienyl)}(3-pyridyl))-2,2,2-trifluoroethan-1-one). The yield is 46.4%. Reaction SMILES: [Cl:1][C:2]1[CH:3]=[CH:4][C:5]([O:25][CH2:26][C:27]2[CH:32]=[CH:31][CH:30]=[CH:29][CH:28]=2)=[C:6]([C:8]2[CH:12]=[CH:11][S:10][C:9]=2[C:13]2[CH:14]=[C:15]([CH:19]([OH:24])[C:20]([F:23])([F:22])[F:21])[CH:16]=[N:17][CH:18]=2)[CH:7]=1>ClCCl.[O-2].[O-2].[Mn+4]>[Cl:1][C:2]1[CH:3]=[CH:4][C:5]([O:25][CH2:26][C:27]2[CH:28]=[CH:29][CH:30]=[CH:31][CH:32]=2)=[C:6]([C:8]2[CH:12]=[CH:11][S:10][C:9]=2[C:13]2[CH:14]=[C:15]([C:19](=[O:24])[C:20]([F:22])([F:23])[F:21])[CH:16]=[N:17][CH:18]=2)[CH:7]=1 |f:2.3.4|. Reported procedure: To a solution of the alcohol of example 4 (0.7 g, 1.5 mmol) in dichloromethane was added manganese dioxide (1.26 g, 14.5 mmol) and the slurry was stirred overnight at room temperature. The reaction mixture was then filtered through a pad of celite and the volatils were evaporated under reduced pressure to give a residue which was purified by flash chromatography (70% CH2Cl2/30% AcOEt) to provide the title compound (0.33 g). 1H nmr (400 MHz, acetone-d6) δ ppm 8.78 (1H, d, J=2.1 Hz), 8.48 (1H, d, ...